This data is from the Open Reaction Database (ORD), a public repository of structured organic reaction records. The task is: describe an organic reaction: reactants, conditions, products, and yield Starting materials: C(C1=CC=CC=C1)N(C=1C(=C(C=CC1)NS(=O)(=O)C)C=C)CC1=CC=CC=C1 (N-[3-(dibenzylamino)-2-vinylphenyl]methanesulfonamide), C1(=CC=C(C=C1)S(=O)(=O)NN)C (p-toluenesulfonhydrazide), O.O.O.C(C)(=O)[O-].[Na+] (sodium acetate trihydrate). Run in COCCOC (ethylene glycol dimethyl ether), O (water), O (water). Yields the product C(C1=CC=CC=C1)N(C=1C(=C(C=CC1)NS(=O)(=O)C)CC)CC1=CC=CC=C1 (N-[3-(dibenzylamino)-2-ethylphenyl]methanesulfonamide). RXN SMILES: [CH2:1]([N:8]([CH2:22][C:23]1[CH:28]=[CH:27][CH:26]=[CH:25][CH:24]=1)[C:9]1[C:10]([CH:20]=[CH2:21])=[C:11]([NH:15][S:16]([CH3:19])(=[O:18])=[O:17])[CH:12]=[CH:13][CH:14]=1)[C:2]1[CH:7]=[CH:6][CH:5]=[CH:4][CH:3]=1.C1(C)C=CC(S(NN)(=O)=O)=CC=1.O.O.O.C([O-])(=O)C.[Na+]>COCCOC.O>[CH2:22]([N:8]([CH2:1][C:2]1[CH:3]=[CH:4][CH:5]=[CH:6][CH:7]=1)[C:9]1[C:10]([CH2:20][CH3:21])=[C:11]([NH:15][S:16]([CH3:19])(=[O:17])=[O:18])[CH:12]=[CH:13][CH:14]=1)[C:23]1[CH:24]=[CH:25][CH:26]=[CH:27][CH:28]=1 |f:2.3.4.5.6|. Procedure: The product from Example 44D (0.040 g, 0.102 mmoles) and p-toluenesulfonhydrazide (0.150 g, 1.02 mmoles) in ethylene glycol dimethyl ether (5 mL) at reflux were treated dropwise over a four hour period with a solution of sodium acetate trihydrate (0.232 g, 1.70 mmoles) in water. After the addition, the reaction mixture was allowed to cool to room temperature, poured into water and extracted with methylene chloride (3×). The extracts were combined, dried with sodium sulfate, filtered and concentr... The reactants are COCCOc1cc2nccc(Oc3ccc(NC(=O)Nc4ccc(F)cc4)cc3)c2cc1C#N, CS(C)=O, Cl, [Na+], [OH-], O. Product: COCCOc1cc2nccc(Oc3ccc(NC(=O)Nc4ccc(F)cc4)cc3)c2cc1C(N)=O. Reaction SMILES: [C:1](#[N:2])[c:3]1[cH:4][c:5]2[c:6]([O:18][c:19]3[cH:20][cH:21][c:22]([NH:25][C:26](=[O:27])[NH:28][c:29]4[cH:30][cH:31][c:32]([F:35])[cH:33][cH:34]4)[cH:23][cH:24]3)[cH:7][cH:8][n:9][c:10]2[cH:11][c:12]1[O:13][CH2:14][CH2:15][O:16][CH3:17].[CH3:39][S:40]([CH3:41])=[O:42].[ClH:38].[Na+:37].[OH-:36].[OH2:43]>>[C:1]([NH2:2])([c:3]1[cH:4][c:5]2[c:6]([O:18][c:19]3[cH:20][cH:21][c:22]([NH:25][C:26](=[O:27])[NH:28][c:29]4[cH:30][cH:31][c:32]([F:35])[cH:33][cH:34]4)[cH:23][cH:24]3)[cH:7][cH:8][n:9][c:10]2[cH:11][c:12]1[O:13][CH2:14][CH2:15][O:16][CH3:17])=[O:36]. Reactants: CO, CC(=O)COc1ccc(Oc2cccc(Cl)c2)cc1, [H][H], N. Yields the product CC(N)COc1ccc(Oc2cccc(Cl)c2)cc1. Reaction SMILES: [CH3:23][OH:24].[Cl:1][c:2]1[cH:3][c:4]([O:5][c:6]2[cH:7][cH:8][c:9]([O:10][CH2:11][C:12]([CH3:13])=[O:14])[cH:15][cH:16]2)[cH:17][cH:18][cH:19]1.[H:21][H:22].[NH3:20]>>[Cl:1][c:2]1[cH:3][c:4]([O:5][c:6]2[cH:7][cH:8][c:9]([O:10][CH2:11][CH:12]([CH3:13])[NH2:20])[cH:15][cH:16]2)[cH:17][cH:18][cH:19]1. The reactants are C(C)(=O)O (acetic acid), [N+](=[N-])=C (diazomethane), OC(CCCN(C(=S)N)CCCCCCC(=O)O)CCCCC (7-[1-(4-hydroxynonyl)thioureido]heptanoic acid). Run in CCOCC (ether), CCOCC (ether). Conditions: time 4 hour. Yields the product OC(CCCN(C(=S)N)CCCCCCC(=O)OC)CCCCC (methyl 7-[1-(4-hydroxynonyl)thioureido]heptanoate). As a reaction SMILES: [N+](=[CH2:3])=[N-].[OH:4][CH:5]([CH2:22][CH2:23][CH2:24][CH2:25][CH3:26])[CH2:6][CH2:7][CH2:8][N:9]([CH2:13][CH2:14][CH2:15][CH2:16][CH2:17][CH2:18][C:19]([OH:21])=[O:20])[C:10]([NH2:12])=[S:11].C(O)(=O)C>CCOCC>[OH:4][CH:5]([CH2:22][CH2:23][CH2:24][CH2:25][CH3:26])[CH2:6][CH2:7][CH2:8][N:9]([CH2:13][CH2:14][CH2:15][CH2:16][CH2:17][CH2:18][C:19]([O:21][CH3:3])=[O:20])[C:10]([NH2:12])=[S:11]. Procedure details: A solution of diazomethane (approx. 2.5 g., 0.06 mole) in ether (100 ml.) is mixed with a solution of 7-[1-(4-hydroxynonyl)thioureido]heptanoic acid (10.3 g., 0.03 mole) (Example 3) in ether (50 ml.). The resulting solution is allowed to stand at room temperature for 4 hours. Then acetic acid is added to destroy the excess diazomethane and the solution is washed with dilute sodium bicarbonate solution, brine, then dried over sodium sulfate. Evaporation of volatile materials at reduced pressure y... Reactants: CC(C)(Cc1cccc(C(F)(F)F)c1)NC=O, CCO, Cl, [Na+], [OH-], O. Yields the product CC(C)(N)Cc1cccc(C(F)(F)F)c1. RXN SMILES: [CH3:1][C:2]([CH2:3][c:4]1[cH:5][c:6]([C:10]([F:11])([F:12])[F:13])[cH:7][cH:8][cH:9]1)([CH3:14])[NH:15][CH:16]=[O:17].[CH3:22][CH2:23][OH:24].[ClH:18].[Na+:21].[OH-:20].[OH2:19]>>[CH3:1][C:2]([CH2:3][c:4]1[cH:5][c:6]([C:10]([F:11])([F:12])[F:13])[cH:7][cH:8][cH:9]1)([CH3:14])[NH2:15].